describe an organic reaction: reactants, conditions, products, and yield From a dataset of the Open Reaction Database (ORD), a public repository of structured organic reaction records. Starting materials: CC(C)C[Al+]CC(C)C, Cl, [H-], C1CCOC1, CCOC(=O)c1cnn(-c2ccccc2)c1-c1ccccc1. The product is OCc1cnn(-c2ccccc2)c1-c1ccccc1. As a reaction SMILES: [CH2:24]([Al+:25][CH2:26][CH:27]([CH3:28])[CH3:29])[CH:30]([CH3:31])[CH3:32].[ClH:33].[H-:23].[O:34]1[CH2:35][CH2:36][CH2:37][CH2:38]1.[c:1]1(-[n:7]2[n:8][cH:9][c:10]([C:18](=[O:19])[O:20][CH2:21][CH3:22])[c:11]2-[c:12]2[cH:13][cH:14][cH:15][cH:16][cH:17]2)[cH:2][cH:3][cH:4][cH:5][cH:6]1>>[c:1]1(-[n:7]2[n:8][cH:9][c:10]([CH2:18][OH:19])[c:11]2-[c:12]2[cH:13][cH:14][cH:15][cH:16][cH:17]2)[cH:2][cH:3][cH:4][cH:5][cH:6]1. Starting materials: C(#N)CCC=1C=CC=C2CCNC12 (7-(2-cyanoethyl)-2,3-dihydroindole), ClC1=CC=C2C=CC(=NC2=C1)/C=C/C=1C=C(CCl)C=CC1 (3-[2-E-(7-chloroquinolin-2-yl)ethenyl]benzyl chloride), product, C([O-])([O-])=O.[K+].[K+] (potassium carbonate). Run in CN(C)C=O (DMF), O (water), C(C)(=O)OCC (ethyl acetate). Conditions: temperature 85 celsius. Yields the product C(#N)CCC=1C=CC=C2CCN(C12)CC1=CC(=CC=C1)\C=C\C1=NC2=CC(=CC=C2C=C1)Cl (7-(2-Cyanoethyl)-1-[3-[2-E-(7-chloroquinolin-2-yl)ethenyl]benzyl]-2,3-dihydroindole). The yield is 47.0%. RXN SMILES: [C:1]([CH2:3][CH2:4][C:5]1[CH:6]=[CH:7][CH:8]=[C:9]2[C:13]=1[NH:12][CH2:11][CH2:10]2)#[N:2].[Cl:14][C:15]1[CH:24]=[C:23]2[C:18]([CH:19]=[CH:20][C:21](/[CH:25]=[CH:26]/[C:27]3[CH:28]=[C:29]([CH:32]=[CH:33][CH:34]=3)[CH2:30]Cl)=[N:22]2)=[CH:17][CH:16]=1.C(=O)([O-])[O-].[K+].[K+]>CN(C=O)C.O.C(OCC)(=O)C>[C:1]([CH2:3][CH2:4][C:5]1[CH:6]=[CH:7][CH:8]=[C:9]2[C:13]=1[N:12]([CH2:30][C:29]1[CH:32]=[CH:33][CH:34]=[C:27](/[CH:26]=[CH:25]/[C:21]3[CH:20]=[CH:19][C:18]4[C:23](=[CH:24][C:15]([Cl:14])=[CH:16][CH:17]=4)[N:22]=3)[CH:28]=1)[CH2:11][CH2:10]2)#[N:2] |f:2.3.4|. Reported procedure: A mixture of 7-(2-cyanoethyl)-2,3-dihydroindole (690 mg, 4.01 mmol), 3-[2-E-(7-chloroquinolin-2-yl)ethenyl]benzyl chloride (product of Example 3), 1.29 g, 4.10 mmol), and potassium carbonate (1.10 g, 7.97 mmol) in DMF (100 mL), was heated in an oil bath at 85° C. for 16 hours. The mixture was cooled and diluted with water and ethyl acetate. The organic solution was separated, washed once with water, once with saturated sodium chloride solution, then dried (over sodium sulfate), filtered, and con... The reactants are FC1=C(C=C(C(=C1)N=NC1=CC=CC=C1)F)O (2,5-difluoro-4-(phenyidiazenyl)phenol). The reagents and catalysts are [Pd] (Pd/C). Run in C(C)O (ethanol). Run at time 18 hour. Yields the product NC1=CC(=C(C=C1F)O)F (4-amino-2,5-difluorophenol). Yield: 57.4%. RXN SMILES: [F:1][C:2]1[CH:7]=[C:6]([N:8]=NC2C=CC=CC=2)[C:5]([F:16])=[CH:4][C:3]=1[OH:17]>C(O)C.[Pd]>[NH2:8][C:6]1[C:5]([F:16])=[CH:4][C:3]([OH:17])=[C:2]([F:1])[CH:7]=1. Procedure: 42 g (0.18 mol) of 2,5-difluoro-4-(phenyidiazenyl)phenol from Example 5 and 1 g of Pd/C (10%) were initially charged in 650 ml of ethanol. The solution was degassed and aerated with hydrogen. The mixture was stirred at room temperature under a 1 bar hydrogen atmosphere for 18 hours. On completion of hydrogen uptake, the catalyst was filtered off and the filtrate distilled under reduced pressure, and dried under high vacuum at 70° C. for 4 hours. The residue (24 g) was recrystallized from ethanol... Starting materials: [Al+3], COC(=O)CCCC(OC)OC, [H-], [H-], [H-], [H-], [Li+], C1CCOC1. The product is COC(CCCCO)OC. As a reaction SMILES: [Al+3:2].[CH3:7][O:8][CH:9]([CH2:10][CH2:11][CH2:12][C:13](=[O:14])[O:15][CH3:16])[O:17][CH3:18].[H-:1].[H-:4].[H-:5].[H-:6].[Li+:3].[O:19]1[CH2:20][CH2:21][CH2:22][CH2:23]1>>[CH3:7][O:8][CH:9]([CH2:10][CH2:11][CH2:12][CH2:13][OH:14])[O:17][CH3:18]. Reactants: C(C(=O)OC)(=O)Cl (methyl chlorooxalate), C(C)(=O)C1=C(C(=C(OCCCOC=2C=C(N)C=CC2)C=C1)CCC(F)(F)F)OC (3-{3[4-acetyl-3-methoxy-2-(3,3,3-trifluoropropyl)-phenoxy]-propoxy}-aniline), amine. RXN SMILES: [C:1](Cl)(=[O:6])[C:2]([O:4][CH3:5])=[O:3].[C:8]([C:11]1[CH:28]=[CH:27][C:14]([O:15][CH2:16][CH2:17][CH2:18][O:19][C:20]2[CH:21]=[C:22]([CH:24]=[CH:25][CH:26]=2)[NH2:23])=[C:13]([CH2:29][CH2:30][C:31]([F:34])([F:33])[F:32])[C:12]=1[O:35][CH3:36])(=[O:10])[CH3:9]>C(Cl)Cl>[C:8]([C:11]1[CH:28]=[CH:27][C:14]([O:15][CH2:16][CH2:17][CH2:18][O:19][C:20]2[CH:21]=[C:22]([NH:23][C:1](=[O:6])[C:2]([O:4][CH3:5])=[O:3])[CH:24]=[CH:25][CH:26]=2)=[C:13]([CH2:29][CH2:30][C:31]([F:33])([F:32])[F:34])[C:12]=1[O:35][CH3:36])(=[O:10])[CH3:9]. Reported procedure: A solution of 3.45 ml of methyl chlorooxalate in 10 ml of methylene chloride is added dropwise to a solution of 9.2 g of 3-{3[4-acetyl-3-methoxy-2-(3,3,3-trifluoropropyl)-phenoxy]-propoxy}-aniline and 4.3 ml of triethanolpropy amine in 90 ml of methylene chloride in the course of 10 minutes. After stirring at room temperature for 5 hours, the mixture is poured onto water and extracted with methylene chloride. Evaporation of the extracts and recrystallisation of the residue from ether gives methy... Yields the product C(C)(=O)C1=C(C(=C(OCCCOC=2C=C(C=CC2)NC(C(=O)OC)=O)C=C1)CCC(F)(F)F)OC (methyl N-{{3-{3-[4-acetyl-3-methoxy-2-(3,3,3-trifluoropropyl)-phenoxy]-propoxy}-phenyl}}-oxamate). Reaction conditions: time 5 hour. The solvent is C(Cl)Cl (methylene chloride), C(Cl)Cl (methylene chloride).